From a dataset of the Open Reaction Database (ORD), a public repository of structured organic reaction records. describe an organic reaction: reactants, conditions, products, and yield The reactants are OC1[C@H](O)[C@@H](O)[C@H](O[C@H]2[C@H](O)[C@@H](O)[C@@H](O)[C@H](O2)CO)[C@H](O1)CO (lactose), N (ammonia), N (ammonia). Conditions: temperature 37 celsius. Product: C(C(O)C)(=O)O (lactic acid), OC1[C@H](O)[C@@H](O)[C@H](O[C@H]2[C@H](O)[C@@H](O)[C@@H](O)[C@H](O2)CO)[C@H](O1)CO (lactose). The yield is 89.8%. As a reaction SMILES: N.[OH:2][CH:3]1[O:22][C@H:21]([CH2:23][OH:24])[C@@H:8]([O:9][C@@H:10]2[O:18][C@H:17]([CH2:19][OH:20])[C@H:15]([OH:16])[C@H:13]([OH:14])[C@H:11]2[OH:12])[C@H:6]([OH:7])[C@H:4]1[OH:5]>>[C:3]([OH:22])(=[O:2])[CH:4]([CH3:6])[OH:5].[OH:2][CH:3]1[O:22][C@H:21]([CH2:23][OH:24])[C@@H:8]([O:9][C@@H:10]2[O:18][C@H:17]([CH2:19][OH:20])[C@H:15]([OH:16])[C@H:13]([OH:14])[C@H:11]2[OH:12])[C@H:6]([OH:7])[C@H:4]1[OH:5]. Procedure details: After pasteurizing the medium and cooling it to cultivation temperature (37° C.) in a cultivation vessel, the medium was inoculated with 1% (v/v) culture of Lactobacillus bulgaricus, strain CBS 743.84; the pH of the mixture was adjusted to a value of 6.0 by means of an ammonia solution. The pH was kept at the value of 6.0 during the cultivation by automatic metered addition of the ammonia solution, the mixture being continuously stirred. During the cultivation the conversion of the lactose was f... The reactants are C1(=CC=CC=C1)[C@H](C)NC1=NC=CC(=N1)N1C=NC2=C1C=CC(=C2)N (2-[(S)-1-Phenylethylamino]-4-[5-aminobenzimidazol-1-yl]pyrimidine), C(C(=O)C)CC(C)=O (acetonyl acetone). Reagents/catalysts: C(C)(=O)O (acetic acid). Run in C1=CC=CC=C1 (benzene), C(=O)(O)[O-].[Na+] (NaHCO3). Yields the product C1(=CC=CC=C1)[C@H](C)NC1=NC=CC(=N1)N1C=NC2=C1C=CC(=C2)N2C(=CC=C2C)C (2-[(S)-1-phenylethylamino]-4-[5-(2,5-dimethylpyrrol-1-yl)benzimidazol-1-yl]pyrimidine). Reaction SMILES: [C:1]1([C@@H:7]([NH:9][C:10]2[N:15]=[C:14]([N:16]3[C:20]4[CH:21]=[CH:22][C:23]([NH2:25])=[CH:24][C:19]=4[N:18]=[CH:17]3)[CH:13]=[CH:12][N:11]=2)[CH3:8])[CH:6]=[CH:5][CH:4]=[CH:3][CH:2]=1.[CH2:26]([CH2:30][C:31](=O)[CH3:32])[C:27]([CH3:29])=O>C(O)(=O)C.C1C=CC=CC=1.C([O-])(O)=O.[Na+]>[C:1]1([C@@H:7]([NH:9][C:10]2[N:15]=[C:14]([N:16]3[C:20]4[CH:21]=[CH:22][C:23]([N:25]5[C:31]([CH3:32])=[CH:30][CH:26]=[C:27]5[CH3:29])=[CH:24][C:19]=4[N:18]=[CH:17]3)[CH:13]=[CH:12][N:11]=2)[CH3:8])[CH:2]=[CH:3][CH:4]=[CH:5][CH:6]=1 |f:4.5|. Procedure: 2-[(S)-1-Phenylethylamino]-4-[5-aminobenzimidazol-1-yl]pyrimidine (EXAMPLE 79) (100 mg) and acetonyl acetone(0.04 mL)and acetic acid (20 drops) were dissolved in benzene (10 mL) and refluxed with Dean-Stark apparatus for 2 hours. After cooling to room temperature, the solution was then diluted with 10 mL of aqueous saturated NaHCO3 and extracted with 2×10 mL of of EtOAc. The combined organic extracts were then dried (MgSO4) and concentrated under reduced pressure. The residue was purified with p... Starting materials: C(C1=CC=CC=C1)OC(=O)N1C[C@H]([C@@H](CC1)OC=1C=CC=C2C=CC=[N+](C12)[O-])F (8-((trans)-1-(benzyloxycarbonyl)-3-fluoropiperidin-4-yloxy)quinoline 1-oxide), FC1CN(CCC1)C(=O)[O-] (3-fluoropiperidine-1-carboxylate), ice, O=P(Cl)(Cl)Cl (POCl3). Solvent: C(C)(=O)OCC (ethyl acetate), C1(=CC=CC=C1)C (toluene), CN(C)C=O (DMF), C1(=CC=CC=C1)C (toluene), CN(C)C=O (DMF). Run at time 10 minute. The product is ClC1=NC2=C(C=CC=C2C=C1)O[C@H]1[C@@H](CN(CC1)C(=O)OCC1=CC=CC=C1)F ((trans)-benzyl 4-(2-chloroquinolin-8-yloxy)-3-fluoropiperidine-l-carboxylate). Yield: 51.9%. Reaction SMILES: FC1CCCN(C([O-])=O)C1.O=P(Cl)(Cl)[Cl:13].[CH2:16]([O:23][C:24]([N:26]1[CH2:31][CH2:30][C@@H:29]([O:32][C:33]2[CH:34]=[CH:35][CH:36]=[C:37]3[C:42]=2[N+:41]([O-])=[CH:40][CH:39]=[CH:38]3)[C@H:28]([F:44])[CH2:27]1)=[O:25])[C:17]1[CH:22]=[CH:21][CH:20]=[CH:19][CH:18]=1>C(OCC)(=O)C.C1(C)C=CC=CC=1.CN(C=O)C>[Cl:13][C:40]1[CH:39]=[CH:38][C:37]2[C:42](=[C:33]([O:32][C@@H:29]3[CH2:30][CH2:31][N:26]([C:24]([O:23][CH2:16][C:17]4[CH:22]=[CH:21][CH:20]=[CH:19][CH:18]=4)=[O:25])[CH2:27][C@H:28]3[F:44])[CH:34]=[CH:35][CH:36]=2)[N:41]=1. Procedure: Preparation of (trans)-benzyl 4-f2-chloroquinolin-8-yloxy)-3-fluoropiperidine-1-carboxylate: To a 0° C. solution of 4 mL 1:1 DMF:toluene was added neat POCl3 (0.360 ml, 3.94 mmol). The reaction mixture was warmed to ambient temperature, stirred 10 minutes, and then cooled to 0° C. A solution of 8-((trans)-1-(benzyloxycarbonyl)-3-fluoropiperidin-4-yloxy)quinoline 1-oxide (1.04 g, 2.62 mmol) in 1.2 mL 1:1 DMF:toluene was added dropwise by syringe to the reaction mixture, and the reaction mixture w... Starting materials: diazonium salt, Cl (HCl), N(=O)[O-].[Na+] (sodium nitrite), OC1=C(C=C(C=C1CO)OC)CO ((2-hydroxy-5-methoxy-1,3-phenylene)dimethanol), C1(=CC=CC=C1)O (phenol), [N+](=O)([O-])C1=C(N)C=CC=C1 (2-nitroaniline), Cl (HCl), [OH-].[Na+] (NaOH), [OH-].[Na+] (sodium hydroxide). Reagents/catalysts: S(N)(O)(=O)=O (sulfamic acid). Run in O (water), O (water), O (water), O (water), C(C)O (ethanol), O (water), CCO (EtOH). Conditions: temperature 0 celsius, time 1 hour. The product is OCC1=C(C(=CC(=C1)OC)N=NC1=C(C=CC=C1)[N+](=O)[O-])O (2-(hydroxymethyl)-4-methoxy-6-((2-nitrophenyl)-diazenyl)-phenol). Isolated yield 55.8%. RXN SMILES: [N+:1]([C:4]1[CH:10]=[CH:9][CH:8]=[CH:7][C:5]=1[NH2:6])([O-:3])=[O:2].Cl.[N:12]([O-])=O.[Na+].[OH-].[Na+].[OH:18][C:19]1[C:24](CO)=[CH:23][C:22]([O:27][CH3:28])=[CH:21][C:20]=1[CH2:29][OH:30].C1(O)C=CC=CC=1>O.S(=O)(=O)(O)N.C(O)C>[OH:30][CH2:29][C:20]1[CH:21]=[C:22]([O:27][CH3:28])[CH:23]=[C:24]([N:12]=[N:6][C:5]2[CH:7]=[CH:8][CH:9]=[CH:10][C:4]=2[N+:1]([O-:3])=[O:2])[C:19]=1[OH:18] |f:2.3,4.5|. Procedure details: In a 500 ml round bottom flask equipped with a magnetic stirrer was added 19.9 g (144 mmol) 2-nitroaniline (Aldrich), HCl(aq), 100 ml deionized water, and 100 ml EtOH. The mixture was cooled to 0° C. and 10.6 g (153 mmol) sodium nitrite in 50 ml water was added dropwise over 60 minutes while keeping the reaction mixture between −10-0° C. The reaction mixture was stirred for an additional 1 hour. 300 mg sulfamic acid was added to destroy excess nitrite and the mixture was stirred for an additiona... Starting materials: Cc1ccc(S(=O)(=O)NC(=O)NCCc2ccc(-n3c(C(C)NC(=O)OC(C)(C)C)nc4cc(C(F)(F)F)c(Cl)cc43)cc2)cc1, ClCCl, O, O=C(O)C(F)(F)F. Yields the product Cc1ccc(S(=O)(=O)NC(=O)NCCc2ccc(-n3c(C(C)N)nc4cc(C(F)(F)F)c(Cl)cc43)cc2)cc1. As a reaction SMILES: [Cl:1][c:2]1[c:3]([C:43]([F:44])([F:45])[F:46])[cH:4][c:5]2[c:6]([n:7](-[c:20]3[cH:21][cH:22][c:23]([CH2:26][CH2:27][NH:28][C:29](=[O:30])[NH:31][S:32](=[O:33])(=[O:34])[c:35]4[cH:36][cH:37][c:38]([CH3:41])[cH:39][cH:40]4)[cH:24][cH:25]3)[c:8]([CH:10]([CH3:11])[NH:12][C:13](=[O:14])[O:15][C:16]([CH3:17])([CH3:18])[CH3:19])[n:9]2)[cH:42]1.[Cl:55][CH2:56][Cl:57].[OH2:54].[OH:47][C:48]([C:49]([F:50])([F:51])[F:52])=[O:53]>>[Cl:1][c:2]1[c:3]([C:43]([F:44])([F:45])[F:46])[cH:4][c:5]2[c:6]([n:7](-[c:20]3[cH:21][cH:22][c:23]([CH2:26][CH2:27][NH:28][C:29](=[O:30])[NH:31][S:32](=[O:33])(=[O:34])[c:35]4[cH:36][cH:37][c:38]([CH3:41])[cH:39][cH:40]4)[cH:24][cH:25]3)[c:8]([CH:10]([CH3:11])[NH2:12])[n:9]2)[cH:42]1. The reactants are CN1N=CC(=C1C(NCCC1=NC2=C(N1C)C=CC=C2)=O)C(=O)O (1-methyl-5-(2-(1-methyl-1H-benzo[d]imidazol-2-yl)ethylcarbamoyl)-1H-pyrazole-4-carboxylic acid), N1CCCC1 (pyrrolidine), solid. Product: CN1C(=NC2=C1C=CC=C2)CCNC(=O)C=2N(N=CC2C(=O)N2CCCC2)C (2-Methyl-4-(pyrrolidine-1-carbonyl)-2H-pyrazole-3-carboxylic acid [2-(1-methyl-1H-benzo imidazol-2-yl)-ethyl]-amide). RXN SMILES: [CH3:1][N:2]1[C:6]([C:7](=[O:21])[NH:8][CH2:9][CH2:10][C:11]2[N:15]([CH3:16])[C:14]3[CH:17]=[CH:18][CH:19]=[CH:20][C:13]=3[N:12]=2)=[C:5]([C:22](O)=[O:23])[CH:4]=[N:3]1.[NH:25]1[CH2:29][CH2:28][CH2:27][CH2:26]1>>[CH3:16][N:15]1[C:14]2[CH:17]=[CH:18][CH:19]=[CH:20][C:13]=2[N:12]=[C:11]1[CH2:10][CH2:9][NH:8][C:7]([C:6]1[N:2]([CH3:1])[N:3]=[CH:4][C:5]=1[C:22]([N:25]1[CH2:29][CH2:28][CH2:27][CH2:26]1)=[O:23])=[O:21]. Reported procedure: The product was obtained starting from 1-methyl-5-(2-(1-methyl-1H-benzo[d]imidazol-2-yl)ethylcarbamoyl)-1H-pyrazole-4-carboxylic acid (25 mg, 76.4 μmol) and pyrrolidine (6.52 mg, 7.58 μL, 91.6 μmol) according to the method described in example 37, step 3 as light red solid (15 mg, 39.4 μmol, 51.6%). Reactants: O=C([O-])[O-], Cc1ccc(CBr)cc1, [K+], [K+], CN(C)C=O, O=C1CCCCc2ccc(O)cc21. Reaction SMILES: [C:14](=[O:15])([O-:16])[O-:17].[CH3:20][c:21]1[cH:22][cH:23][c:24]([CH2:25][Br:26])[cH:27][cH:28]1.[K+:18].[K+:19].[O:29]=[CH:30][N:31]([CH3:32])[CH3:33].[OH:1][c:2]1[cH:3][c:4]2[c:5]([cH:12][cH:13]1)[CH2:6][CH2:7][CH2:8][CH2:9][C:10]2=[O:11]>>[O:1]([c:2]1[cH:3][c:4]2[c:5]([cH:12][cH:13]1)[CH2:6][CH2:7][CH2:8][CH2:9][C:10]2=[O:11])[CH2:25][c:24]1[cH:23][cH:22][c:21]([CH3:20])[cH:28][cH:27]1. Product: Cc1ccc(COc2ccc3c(c2)C(=O)CCCC3)cc1. Starting materials: N(CC(=O)O)CC(=O)O (iminodiacetic acid), C(C)(=O)NCC(=O)O (N-acetylglycine), C(C)(=O)N (acetamide), C=O (paraformaldehyde), O (water). The solvent is COCCOC (DME). Run at time 30 minute. Yields the product C(C)(=O)N(CC(=O)O)CC(=O)O (N-acetyliminodiacetic acid). Yield: 89.0%. RXN SMILES: [C:1](N)(=[O:3])[CH3:2].C=O.O.[NH:8]([CH2:13][C:14]([OH:16])=[O:15])[CH2:9][C:10]([OH:12])=[O:11].C(NCC(O)=O)(=O)C>COCCOC>[C:1]([N:8]([CH2:13][C:14]([OH:16])=[O:15])[CH2:9][C:10]([OH:12])=[O:11])(=[O:3])[CH3:2]. Reported procedure: A 300 mL autoclave was charged with acetamide (VII) (11.8 g, 0.2 mole), 95% paraformaldehyde (13.6 g, 0.43 mole), water (12.9 g, 0.72 mole), DME (90 mL), and CO2(CO)8 (4.1 g, 0.012 mole) and pressurized to 1500 psi (10,345 kPa) CO:H2 (95:5) at 25° C. for 30 min. HPLC analysis of this stream gave an 89% yield of (XVI), 1% (XIV), and 8% (XVIII). Reactants: CO, COc1cc(N2CCN(C(=O)Cn3nc(C(F)(F)F)c(Cl)c3CN=[N+]=[N-])CC2)ccc1Cl, Cl[Sn]Cl. Yields the product COc1cc(N2CCN(C(=O)Cn3nc(C(F)(F)F)c(Cl)c3CN)CC2)ccc1Cl. RXN SMILES: [CH3:36][OH:37].[N:1](=[N+:2]=[N-:3])[CH2:4][c:5]1[c:6]([Cl:32])[c:7]([C:28]([F:29])([F:30])[F:31])[n:8][n:9]1[CH2:10][C:11](=[O:12])[N:13]1[CH2:14][CH2:15][N:16]([c:19]2[cH:20][c:21]([O:26][CH3:27])[c:22]([Cl:25])[cH:23][cH:24]2)[CH2:17][CH2:18]1.[Sn:33]([Cl:34])[Cl:35]>>[NH2:1][CH2:4][c:5]1[c:6]([Cl:32])[c:7]([C:28]([F:29])([F:30])[F:31])[n:8][n:9]1[CH2:10][C:11](=[O:12])[N:13]1[CH2:14][CH2:15][N:16]([c:19]2[cH:20][c:21]([O:26][CH3:27])[c:22]([Cl:25])[cH:23][cH:24]2)[CH2:17][CH2:18]1. Reactants: c1ccc(Cn2c3ccccc3c3ccccc32)cc1, CN(C)C=O, O=P(Cl)(Cl)Cl. Product: O=Cc1ccc2c(c1)c1ccccc1n2Cc1ccccc1. Reaction SMILES: [CH2:11]([c:12]1[cH:13][cH:14][cH:15][cH:16][cH:17]1)[n:18]1[c:19]2[cH:20][cH:21][cH:22][cH:23][c:24]2[c:25]2[cH:26][cH:27][cH:28][cH:29][c:30]12.[CH3:1][N:2]([CH:3]=[O:4])[CH3:5].[P:6]([Cl:7])([Cl:8])([Cl:9])=[O:10]>>[CH:3](=[O:4])[c:22]1[cH:21][cH:20][c:19]2[n:18]([CH2:11][c:12]3[cH:13][cH:14][cH:15][cH:16][cH:17]3)[c:30]3[c:25]([c:24]2[cH:23]1)[cH:26][cH:27][cH:28][cH:29]3.